This data is from the Open Reaction Database (ORD), a public repository of structured organic reaction records. The task is: describe an organic reaction: reactants, conditions, products, and yield Reactants: ice water, OC=1C=NC(=NC1)C1=CC=C(C=C1)OCC1=CC=CC=C1 (5-hydroxy-2-(4-benzyloxyphenyl)pyrimidine), S(=O)(=O)(OC[C@@H](CCCCC)OC1OCCCC1)C1=CC=C(C)C=C1 ((R)-2-tetrahydropyranyloxyheptyl tosylate), C([O-])([O-])=O.[K+].[K+] (potassium carbonate). The solvent is CN(C)C=O (DMF). Conditions: temperature 80 celsius, time 5 hour. Product: O1C(CCCC1)O[C@@H](COC=1C=NC(=NC1)C1=CC=C(C=C1)OCC1=CC=CC=C1)CCCCC (5-[2-(R)-Tetrahydropyranyloxyheptyloxy]-2-(4-benzyloxyphenyl)pyrimidine). Yield: 121.5%. Reaction SMILES: [OH:1][C:2]1[CH:3]=[N:4][C:5]([C:8]2[CH:13]=[CH:12][C:11]([O:14][CH2:15][C:16]3[CH:21]=[CH:20][CH:19]=[CH:18][CH:17]=3)=[CH:10][CH:9]=2)=[N:6][CH:7]=1.S(C1C=CC(C)=CC=1)(O[CH2:26][C@H:27]([O:33][CH:34]1[CH2:39][CH2:38][CH2:37][CH2:36][O:35]1)[CH2:28][CH2:29][CH2:30][CH2:31][CH3:32])(=O)=O.C(=O)([O-])[O-].[K+].[K+]>CN(C=O)C>[O:35]1[CH2:36][CH2:37][CH2:38][CH2:39][CH:34]1[O:33][C@H:27]([CH2:28][CH2:29][CH2:30][CH2:31][CH3:32])[CH2:26][O:1][C:2]1[CH:3]=[N:4][C:5]([C:8]2[CH:9]=[CH:10][C:11]([O:14][CH2:15][C:16]3[CH:17]=[CH:18][CH:19]=[CH:20][CH:21]=3)=[CH:12][CH:13]=2)=[N:6][CH:7]=1 |f:2.3.4|. Reported procedure: In a 500 ml four-necked flask were charged 12.2 g (43.7 mmol) of 5-hydroxy-2-(4-benzyloxyphenyl)pyrimidine, 24 g (65.5 mmol) of (R)-2-tetrahydropyranyloxyheptyl tosylate, 12 g of potassium carbonate, and 183 ml of DMF, and the mixture was stirred at 80° C. for 5 hours. After cooling, the reaction mixture was poured into 500 ml of ice-water and extracted with ethyl acetate. The extract was washed with water, and the solvent was removed by distillation under reduced pressure to obtain 28.6 g of a ... Reactants: COC(=O)C1=C(N=C(S1)\C=C\C=1C(=NOC1C)C1=CC=CC=C1)C (4-methyl-2-[(E)-2-(5-methyl-3-phenyl-isoxazol-4-yl)-vinyl]-thiazole-5-carboxylic acid methyl ester), C(O)CN (ethanolamine). The product is OCCNC(=O)C1=C(N=C(S1)\C=C\C=1C(=NOC1C)C1=CC=CC=C1)C (4-Methyl-2-[(E)-2-(5-methyl-3-phenyl-isoxazol-4-yl)-vinyl]-thiazole-5-carboxylic acid (2-hydroxy-ethyl)-amide). Yield: 61.9%. Run in [Cl-].[Na+].O (brine), C1(=CC=CC=C1)C (toluene). Procedure: To a stirred solution of 4-methyl-2-[(E)-2-(5-methyl-3-phenyl-isoxazol-4-yl)-vinyl]-thiazole-5-carboxylic acid methyl ester (70 mg, 0.21 mmol) in toluene (0.5 mL) was added ethanolamine (15 mg, 0.25 mmol) and TBD (18 mg, 0.13 mmol). After 24 h the reaction mixture was diluted with brine and extracted with ethyl acetate. The combined extracts were dried, filtered and concentrated in vacuo, then purified by chromatography (silica, 0 to 10% methanol in dichloromethane) to give the title compound (4... Reaction SMILES: CO[C:3]([C:5]1[S:9][C:8](/[CH:10]=[CH:11]/[C:12]2[C:13]([C:18]3[CH:23]=[CH:22][CH:21]=[CH:20][CH:19]=3)=[N:14][O:15][C:16]=2[CH3:17])=[N:7][C:6]=1[CH3:24])=[O:4].[CH2:25]([CH2:27][NH2:28])[OH:26]>C1(C)C=CC=CC=1.[Cl-].[Na+].O>[OH:26][CH2:25][CH2:27][NH:28][C:3]([C:5]1[S:9][C:8](/[CH:10]=[CH:11]/[C:12]2[C:13]([C:18]3[CH:19]=[CH:20][CH:21]=[CH:22][CH:23]=3)=[N:14][O:15][C:16]=2[CH3:17])=[N:7][C:6]=1[CH3:24])=[O:4] |f:3.4.5|. Starting materials: methyl ester hydrochloride salt, C(C)(=O)NC=1SC(=C(N1)C)S(=O)(=O)Cl (2-acetylamino-4-methyl thiazole-5-sulfonyl chloride), COC([C@H](CC1=CC=C(C=C1)C1=CC=CC=C1)NC(=O)C1N(CC=2C=C3C(=CC2C1)OC[C@@H](O3)C3=CC=C(C=C3)OCC3=CC(=C(C=C3)Cl)Cl)S(=O)(=O)C3=C(N=C(S3)NC(C)=O)C)=O ((S)-2-({(S)-7-(2-acetylamino-4-methyl-thiazole-5-sulfonyl)-3-[4-(3,4-dichloro-benzyloxy)-phenyl]-2,3,6,7,8,9-hexahydro-[1,4]dioxino[2,3-g]isoquinoline-8-carbonyl}-amino)-3-biphenyl-4-yl-propionic acid methyl ester). Product: NC=1SC(=C(N1)C)S(=O)(=O)N1CC=2C=C3C(=CC2CC1C(=O)N[C@H](C(=O)O)CC1=CC=C(C=C1)C1=CC=CC=C1)OC[C@@H](O3)C3=CC=C(C=C3)OCC3=CC(=C(C=C3)Cl)Cl ((S)-2-({(S)-7-(2-Amino-4-methyl-thiazole-5-sulfonyl)-3-[4-(3,4-dichloro-benzyloxy)-phenyl]-2,3,6,7,8,9-hexahydro-[1,4]dioxino[2,3-g]isoquinoline-8-carbonyl}-amino)-3-biphenyl-4-yl-propionic acid). Isolated yield 46.5%. Reaction SMILES: C(NC1SC(S(Cl)(=O)=O)=C(C)N=1)(=O)C.C[O:16][C:17](=[O:78])[C@@H:18]([NH:32][C:33]([CH:35]1[CH2:44][C:43]2[CH:42]=[C:41]3[O:45][CH2:46][C@H:47]([C:49]4[CH:54]=[CH:53][C:52]([O:55][CH2:56][C:57]5[CH:62]=[CH:61][C:60]([Cl:63])=[C:59]([Cl:64])[CH:58]=5)=[CH:51][CH:50]=4)[O:48][C:40]3=[CH:39][C:38]=2[CH2:37][N:36]1[S:65]([C:68]1[S:72][C:71]([NH:73]C(=O)C)=[N:70][C:69]=1[CH3:77])(=[O:67])=[O:66])=[O:34])[CH2:19][C:20]1[CH:25]=[CH:24][C:23]([C:26]2[CH:31]=[CH:30][CH:29]=[CH:28][CH:27]=2)=[CH:22][CH:21]=1>>[NH2:73][C:71]1[S:72][C:68]([S:65]([N:36]2[CH:35]([C:33]([NH:32][C@@H:18]([CH2:19][C:20]3[CH:25]=[CH:24][C:23]([C:26]4[CH:31]=[CH:30][CH:29]=[CH:28][CH:27]=4)=[CH:22][CH:21]=3)[C:17]([OH:78])=[O:16])=[O:34])[CH2:44][C:43]3[CH:42]=[C:41]4[O:45][CH2:46][C@H:47]([C:49]5[CH:54]=[CH:53][C:52]([O:55][CH2:56][C:57]6[CH:62]=[CH:61][C:60]([Cl:63])=[C:59]([Cl:64])[CH:58]=6)=[CH:51][CH:50]=5)[O:48][C:40]4=[CH:39][C:38]=3[CH2:37]2)(=[O:67])=[O:66])=[C:69]([CH3:77])[N:70]=1. Reported procedure: The methyl ester hydrochloride salt (36 mg) was reacted with 2-acetylamino-4-methyl thiazole-5-sulfonyl chloride (26 mg) according to General Procedure E. The resulting (S)-2-({(S)-7-(2-acetylamino-4-methyl-thiazole-5-sulfonyl)-3-[4-(3,4-dichloro-benzyloxy)-phenyl]-2,3,6,7,8,9-hexahydro-[1,4]dioxino[2,3-g]isoquinoline-8-carbonyl}-amino)-3-biphenyl-4-yl-propionic acid methyl ester (32 mg) was hydrolyzed according to General Procedures N and B to give the title compound (14 mg). LCMS: (m/z) 887. Reactants: CS(=O)[O-], ClCCl, CCOC(=O)c1coc(=O)cc1Cl, [Na+], CN(C)C=O. The product is CCOC(=O)c1coc(=O)cc1S(C)(=O)=O. Reaction SMILES: [CH3:1][S:2](=[O:3])[O-:4].[Cl:24][CH2:25][Cl:26].[Cl:6][c:7]1[cH:8][c:9](=[O:18])[o:10][cH:11][c:12]1[C:13](=[O:14])[O:15][CH2:16][CH3:17].[Na+:5].[O:19]=[CH:20][N:21]([CH3:22])[CH3:23]>>[CH3:1][S:2](=[O:3])(=[O:4])[c:7]1[cH:8][c:9](=[O:18])[o:10][cH:11][c:12]1[C:13](=[O:14])[O:15][CH2:16][CH3:17]. The reactants are FC1=NC=CC=C1C(CC(=O)OC)C[N+](=O)[O-] (methyl 3-(2-fluoropyridin-3-yl)-4-nitrobutanoate), [BH4-].[Na+] (sodium borohydride). Reagents/catalysts: [Ni](Cl)Cl (nickel chloride). Solvent: CCO (EtOH). Conditions: temperature 0 celsius, time 30 minute. Product: FC1=NC=CC=C1C1CC(NC1)=O (4-(2-fluoropyridin-3-yl)pyrrolidin-2-one). Isolated yield 22.8%. Reaction SMILES: [F:1][C:2]1[C:7]([CH:8]([CH2:14][N+:15]([O-])=O)[CH2:9][C:10](OC)=[O:11])=[CH:6][CH:5]=[CH:4][N:3]=1.[BH4-].[Na+]>CCO.[Ni](Cl)Cl>[F:1][C:2]1[C:7]([CH:8]2[CH2:14][NH:15][C:10](=[O:11])[CH2:9]2)=[CH:6][CH:5]=[CH:4][N:3]=1 |f:1.2|. Procedure: To a solution of methyl 3-(2-fluoropyridin-3-yl)-4-nitrobutanoate (0.991 g, 4.09 mmol) in EtOH (20 mL) at 0° C. was added nickel chloride (0.532 g, 4.10 mmol) and sodium borohydride (1.60 g, 42.3 mmol). The reaction mixture was stirred at 0° C. for 30 min, warmed to room temperature over 30 min, and stirred at room temperature for 30 min. The reaction mixture was quenched with saturated aqueous KH2PO4 and diluted with water and EtOAc. The mixture was filtered through a pad of Celite. The filtrat... The product is ClC1=C(C=C(C=C1)NC(=O)NC1=CC=C(C=C1)N1C=CC=2C1=NC=CC2)C(F)(F)F (1-(4-Chloro-3-(trifluoromethyl)phenyl)-3-(4-pyrrolo-[2,3-b]pyridin-1-ylphenyl)urea). Reactants: N1C=CC=2C1=NC=CC2 (pyrrolo[2,3-b]pyridine), FC1=CC=C(C=C1)[N+](=O)[O-] (4-fluoronitrobenzene), ClC1=C(C=C(C=C1)N=C=O)C(F)(F)F (4-chloro-3-(trifluoromethyl)phenyl isocyanate). As a reaction SMILES: [NH:1]1[C:5]2=[N:6][CH:7]=[CH:8][CH:9]=[C:4]2[CH:3]=[CH:2]1.F[C:11]1[CH:16]=[CH:15][C:14]([N+:17]([O-])=O)=[CH:13][CH:12]=1.[Cl:20][C:21]1[CH:26]=[CH:25][C:24]([N:27]=[C:28]=[O:29])=[CH:23][C:22]=1[C:30]([F:33])([F:32])[F:31]>>[Cl:20][C:21]1[CH:26]=[CH:25][C:24]([NH:27][C:28]([NH:17][C:14]2[CH:15]=[CH:16][C:11]([N:1]3[C:5]4=[N:6][CH:7]=[CH:8][CH:9]=[C:4]4[CH:3]=[CH:2]3)=[CH:12][CH:13]=2)=[O:29])=[CH:23][C:22]=1[C:30]([F:31])([F:32])[F:33]. Reported procedure: The title compound can be synthesized from pyrrolo[2,3-b]pyridine, 4-fluoronitrobenzene and 4-chloro-3-(trifluoromethyl)phenyl isocyanate by using the same techniques as in Example 1. Reactants: C(C)(C)(C)OC(=O)N1C(OC[C@@H]1CN(C1=CC=CC=C1)C(C)C)(C)C ((S)-4-[(isopropyl-phenyl-amino)-methyl]-2,2-dimethyl-oxazolidine-3-carboxylic acid tert-butyl ester), Cl (HCl). Solvent: O1CCOCC1 (dioxane). Reaction conditions: time 8 hour. Yields the product Cl.Cl.N[C@H](CO)CN(C1=CC=CC=C1)C(C)C ((S)-2-amino-3-(isopropyl-phenyl-amino)-propan-1-ol dihydrochloride). RXN SMILES: C(OC([N:8]1[C@@H:12]([CH2:13][N:14]([CH:21]([CH3:23])[CH3:22])[C:15]2[CH:20]=[CH:19][CH:18]=[CH:17][CH:16]=2)[CH2:11][O:10]C1(C)C)=O)(C)(C)C.[ClH:26]>O1CCOCC1>[ClH:26].[ClH:26].[NH2:8][C@@H:12]([CH2:13][N:14]([CH:21]([CH3:23])[CH3:22])[C:15]1[CH:20]=[CH:19][CH:18]=[CH:17][CH:16]=1)[CH2:11][OH:10] |f:3.4.5|. Reported procedure: To a stirred solution of (S)-4-[(isopropyl-phenyl-amino)-methyl]-2,2-dimethyl-oxazolidine-3-carboxylic acid tert-butyl ester (650 mg) in dioxane (5 ml) under an argon atmosphere was added HCl solution (4M in dioxane; 9.33 ml). The mixture was stirred overnight. The mixture was concentrated and the residue was dried to give (S)-2-amino-3-(isopropyl-phenyl-amino)-propan-1-ol dihydrochloride (616 mg, quant.) as off-white amorphous solid. MS (ISP): 209.3 ([M+H]+) The reactants are C(C1=CC=CC=C1)(=O)C=1C(N(C(N(C1CBr)C)=O)C)=O (5-Benzoyl-6-(bromomethyl)-1,3-dimethylpyrimidine-2,4(1H,3H)-dione), NC1=C(C=C(C(=C1)Cl)[N+](=O)[O-])O (2-amino-4-chloro-5-nitrophenol). Reaction SMILES: [C:1]([C:9]1[C:10](=[O:20])[N:11]([CH3:19])[C:12](=[O:18])[N:13]([CH3:17])[C:14]=1[CH2:15]Br)(=O)[C:2]1[CH:7]=[CH:6][CH:5]=[CH:4][CH:3]=1.[NH2:21][C:22]1[CH:27]=[C:26]([Cl:28])[C:25]([N+:29]([O-:31])=[O:30])=[CH:24][C:23]=1[OH:32]>C(O)C>[Cl:28][C:26]1[C:25]([N+:29]([O-:31])=[O:30])=[CH:24][C:23]([OH:32])=[C:22]([N:21]2[C:1]([C:2]3[CH:7]=[CH:6][CH:5]=[CH:4][CH:3]=3)=[C:9]3[C:14]([N:13]([CH3:17])[C:12](=[O:18])[N:11]([CH3:19])[C:10]3=[O:20])=[CH:15]2)[CH:27]=1. Isolated yield 42.2%. The product is ClC=1C(=CC(=C(C1)N1C=C2N(C(N(C(C2=C1C1=CC=CC=C1)=O)C)=O)C)O)[N+](=O)[O-] (6-(5-Chloro-2-hydroxy-4-nitrophenyl)-1,3-dimethyl-5-phenyl-1H-pyrrolo[3,4-d]pyrimidine-2,4(3H,6H)-dione). Procedure: In a 10 mL round bottom flask was placed 4a (200 mg, 595 mmol) (see Example 2 for synthesis of 4a), 2-amino-4-chloro-5-nitrophenol (236 mg, 1.25 mmol), and ethanol (5 mL). The reaction was stirred at reflux for 5 h, then cooled and placed in a freezer. After several hours yellow crystals formed, which were filtered and rinsed with cold ethanol to give 5f (225 mg, 89%). 1H NMR (600 MHz, DMSO-d6) δ 11.33 (s, 1H), 7.79 (s, 1H), 7.44 (s, 1H), 7.30 (s, 5H), 7.10 (s, 1H), 3.33 (s, 3H), 3.20 (s, 3H). 1... The solvent is C(C)O (ethanol). The reactants are NC1=CC=NC=C1 (4-aminopyridine), BrC=1C=C(C=C(OCC(=O)O)C1)C(=O)OC (2-(5-bromo-3-methoxycarbonyl-phenoxy)-acetic acid), CN(C)C(=[N+](C)C)ON1C2=C(C=CC=C2)N=N1.[B-](F)(F)(F)F (TBTU), C=1C=CC2=C(C1)N=NN2O (HOBt), CCN(C(C)C)C(C)C (DIPEA). Solvent: CN(C)C=O (DMF). Yields the product BrC=1C=C(C=C(OCC(=O)NC2=CC=NC=C2)C1)C(=O)OC (2-(5Bromo-3-methoxycarbonyl-phenoxy)-N-Pyridin-4-yl-acetamide). Yield: 49.3%. Reaction SMILES: [Br:1][C:2]1[CH:3]=[C:4]([C:13]([O:15][CH3:16])=[O:14])[CH:5]=[C:6]([CH:12]=1)[O:7][CH2:8][C:9]([OH:11])=O.CN(C(ON1N=NC2C=CC=CC1=2)=[N+](C)C)C.[B-](F)(F)(F)F.C1C=CC2N(O)N=NC=2C=1.CCN(C(C)C)C(C)C.[NH2:58][C:59]1[CH:64]=[CH:63][N:62]=[CH:61][CH:60]=1>CN(C=O)C>[Br:1][C:2]1[CH:3]=[C:4]([C:13]([O:15][CH3:16])=[O:14])[CH:5]=[C:6]([CH:12]=1)[O:7][CH2:8][C:9]([NH:58][C:59]1[CH:64]=[CH:63][N:62]=[CH:61][CH:60]=1)=[O:11] |f:1.2|. Procedure details: A solution of 2-(5-bromo-3-methoxycarbonyl-phenoxy)-acetic acid (10.6 g), TBTU (19.3 g) and HOBt (5.1 g) in dry DMF (50 ml) was treated with DIPEA (9.9 ml). The resulting solution was stirred under a nitrogen atmosphere and was then treated with 4-aminopyridine (3.6 g) after 30 min. The resulting mixture was stirred for 18 h and then concentrated at reduced pressure to give a yellow viscous gum which was partitioned between ethyl acetate and water. The aqueous layer was removed and the organic p...